From a dataset of the Open Reaction Database (ORD), a public repository of structured organic reaction records. describe an organic reaction: reactants, conditions, products, and yield Reactants: O (water), C(=O)NC1=C(CO)C(=CC=C1)C (2-formamido-6-methylbenzyl alcohol), [H-].[Al+3].[Li+].[H-].[H-].[H-] (lithium aluminum hydride). Solvent: O1CCCC1 (tetrahydrofuran), O1CCCC1 (tetrahydrofuran). The product is CC1=CC=CC(=C1CO)NC (6-methyl-2-methylaminobenzyl alcohol). Yield: 49.4%. Reaction SMILES: [CH:1]([NH:3][C:4]1[CH:11]=[CH:10][CH:9]=[C:8]([CH3:12])[C:5]=1[CH2:6][OH:7])=O.[H-].[Al+3].[Li+].[H-].[H-].[H-].O>O1CCCC1>[CH3:12][C:8]1[C:5]([CH2:6][OH:7])=[C:4]([NH:3][CH3:1])[CH:11]=[CH:10][CH:9]=1 |f:1.2.3.4.5.6|. Procedure: A solution of 2-formamido-6-methylbenzyl alcohol (1.9 g) in tetrahydrofuran (26 ml) was added dropwise to a suspension of lithium aluminum hydride (0.873 g) in tetrahydrofuran (17 ml) at room temperature over a period of 10 minutes. After being refluxed for 4.5 hours, the excess reagent was decomposed with a small amount of water and the resulting precipitates were filtered off by suction. The filtrate was evaporated in vacuo and the residue was recrystallized from carbon tetrachloride to give 6... Starting materials: CC1=NC(=NC(=C1)C)S (4,6-dimethyl-pyrimidine-2-thiol), CC1=NC(=NC=C1)SC (4-methyl-2-methylsulfanyl-pyrimidine). Product: CC=1N=C(SC1C1=NC(=NC=C1)SC)N (4-Methyl-5-(2-methylsulfanyl-pyrimidin-4-yl)-thiazol-2-ylamine). As a reaction SMILES: [CH3:1][C:2]1C=C(C)[N:5]=[C:4]([SH:9])[N:3]=1.[CH3:10][C:11]1[CH:16]=[CH:15][N:14]=[C:13]([S:17][CH3:18])[N:12]=1>>[CH3:1][C:2]1[N:3]=[C:4]([NH2:5])[S:9][C:10]=1[C:11]1[CH:16]=[CH:15][N:14]=[C:13]([S:17][CH3:18])[N:12]=1. Procedure: This material is prepared by the procedure outlined for intermediate AC, replacing 4,6-dimethyl-pyrimidine-2-thiol in the first step (AC1) with 4-methyl-2-methylsulfanyl-pyrimidine. Reactants: C(C=C)C1=C(C=C(C#N)C=C1)OC (4-allyl-3-methoxybenzonitrile), C[N+]1(CCOCC1)[O-] (NMO), CO (methanol). The reagents and catalysts are O=[Os](=O)(=O)=O (OsO4). Run in O (water). Run at time 8 hour. Yields the product OC(CC1=C(C=C(C#N)C=C1)OC)CO (4-(2,3-dihydroxypropyl)-3-methoxybenzonitrile). Reaction SMILES: [CH2:1]([C:4]1[CH:11]=[CH:10][C:7]([C:8]#[N:9])=[CH:6][C:5]=1[O:12][CH3:13])C=C.C[N+]1([O-])CC[O:18][CH2:17]C1.[CH3:22][OH:23]>O.O=[Os](=O)(=O)=O>[OH:23][CH:22]([CH2:17][OH:18])[CH2:1][C:4]1[CH:11]=[CH:10][C:7]([C:8]#[N:9])=[CH:6][C:5]=1[O:12][CH3:13]. Procedure: To a solution of 4-allyl-3-methoxybenzonitrile (1.1 g, 6.4 mmol) in 30 mL of methanol and 10 mL of water was added OsO4 (140 mg) and NMO (2.2 g, 16 mmol), and the mixture was stirred at ambient temperature overnight. Remove the methanol under reduced pressure, the residue was dissolved in EtOAc, washed with brine, dried over anhydrous sodium sulfate and concentrated. The residue was purified by fast column chromatograph to give 4-(2,3-dihydroxypropyl)-3-methoxybenzonitrile. MS m/z: 208 (M+1)+. Reactants: C1CCOC1, [Li]C(C)CC, CC(C)(C)OC(=O)Nc1ccccc1C(F)(F)F, CN(C)C=O. The product is CC(C)(C)OC(=O)Nc1c(C=O)cccc1C(F)(F)F. Reaction SMILES: [CH2:29]1[O:30][CH2:31][CH2:32][CH2:33]1.[CH:19]([Li:20])([CH2:21][CH3:22])[CH3:23].[F:1][C:2]([c:3]1[c:4]([NH:9][C:10]([O:11][C:12]([CH3:13])([CH3:14])[CH3:15])=[O:16])[cH:5][cH:6][cH:7][cH:8]1)([F:17])[F:18].[O:24]=[CH:25][N:26]([CH3:27])[CH3:28]>>[F:1][C:2]([c:3]1[c:4]([NH:9][C:10]([O:11][C:12]([CH3:13])([CH3:14])[CH3:15])=[O:16])[c:5]([CH:25]=[O:24])[cH:6][cH:7][cH:8]1)([F:17])[F:18]. Reactants: ice, C(C)(=O)OCC (ethyl acetate), BrC1=CC=C(CBr)C=C1 (4-bromobenzyl bromide), O1C(NC(C1)=O)=O (1,3-oxazolidine-2,4-dione), CN(C(=N)N(C)C)C (1,1,3,3-tetramethylguanidine). Run in O1CCCC1 (tetrahydrofuran), O1CCCC1 (tetrahydrofuran). Run at time 8 hour. Product: BrC1=CC=C(CN2C(OCC2=O)=O)C=C1 (3-(4-bromobenzyl)-1,3-oxazolidine-2,4-dione). Yield: 70.3%. As a reaction SMILES: [Br:1][C:2]1[CH:9]=[CH:8][C:5]([CH2:6]Br)=[CH:4][CH:3]=1.[O:10]1[CH2:14][C:13](=[O:15])[NH:12][C:11]1=[O:16].CN(C)C(N(C)C)=N.C(OCC)(=O)C>O1CCCC1>[Br:1][C:2]1[CH:9]=[CH:8][C:5]([CH2:6][N:12]2[C:13](=[O:15])[CH2:14][O:10][C:11]2=[O:16])=[CH:4][CH:3]=1. Procedure: A solution of 1.50 g (6 mmol) of 4-bromobenzyl bromide and 0.73 g (7.2 mmol) of 1,3-oxazolidine-2,4-dione in 6 ml of tetrahydrofuran is admixed dropwise with a solution of 1.39 g (12 mmol) of 1,1,3,3-tetramethylguanidine in 6 ml of tetrahydrofuran. The mixture is stirred at ambient temperature overnight. 50 ml of ice-cold aqueous hydrochloric acid (1N) and 100 ml of ethyl acetate are added. The organic phase is separated after settling out and washed successively with 25 ml of water and 25 ml of... Starting materials: ClC1=CC=NC2=C(C=C(C=C12)F)F (4-chloro-6,8-difluoroquinoline), CN(C)C=O (DMF). Reagents/catalysts: [C-]#N.[Zn+2].[C-]#N (zinc cyanide), C1(=CC=CC=C1)P(C1=CC=CC=C1)C1=CC=CC=C1.C1(=CC=CC=C1)P(C1=CC=CC=C1)C1=CC=CC=C1.C1(=CC=CC=C1)P(C1=CC=CC=C1)C1=CC=CC=C1.C1(=CC=CC=C1)P(C1=CC=CC=C1)C1=CC=CC=C1.[Pd] (palladium (0) tetrakis(triphenylphosphine)). Reaction conditions: time 12 hour. Yields the product FC=1C=C2C(=CC=NC2=C(C1)F)C#N (6,8-difluoroquinoline-4-carbonitrile). RXN SMILES: Cl[C:2]1[C:11]2[C:6](=[C:7]([F:13])[CH:8]=[C:9]([F:12])[CH:10]=2)[N:5]=[CH:4][CH:3]=1.[CH3:14][N:15](C=O)C>[C-]#N.[Zn+2].[C-]#N.C1(P(C2C=CC=CC=2)C2C=CC=CC=2)C=CC=CC=1.C1(P(C2C=CC=CC=2)C2C=CC=CC=2)C=CC=CC=1.C1(P(C2C=CC=CC=2)C2C=CC=CC=2)C=CC=CC=1.C1(P(C2C=CC=CC=2)C2C=CC=CC=2)C=CC=CC=1.[Pd]>[F:12][C:9]1[CH:10]=[C:11]2[C:6](=[C:7]([F:13])[CH:8]=1)[N:5]=[CH:4][CH:3]=[C:2]2[C:14]#[N:15] |f:2.3.4,5.6.7.8.9|. Reported procedure: A mixture of 4-chloro-6,8-difluoroquinoline (APOLLO) (1000 mg, 5.01 mmol), zinc cyanide (1180 mg, 10.0 mmol) and palladium (0) tetrakis(triphenylphosphine)(579 mg, 0.501 mmol) in dry DMF (15 ml) was treated at room temperature with stirring for 12 hours. Then, the reaction was quenched with saturated aqueous sodium bicarbonate solution and ethyl acetate. The organic layer was separated and the crude product was purified by column chromatography on silica gel (ca. 250 g) with hexane-ethyl acetate... The reactants are N#Cc1cc(C(=O)c2ccc(F)cc2)n2c1ccc1ccccc12, CCOC(C)=O, O=C([O-])[O-], CN(C)C=O, c1c[nH]cn1. Product: N#Cc1cc(C(=O)c2ccc(-n3ccnc3)cc2)n2c1ccc1ccccc12. As a reaction SMILES: [C:1](#[N:2])[c:3]1[cH:4][c:5]([C:16]([c:17]2[cH:18][cH:19][c:20]([F:23])[cH:21][cH:22]2)=[O:24])[n:6]2[c:7]1[cH:8][cH:9][c:10]1[cH:11][cH:12][cH:13][cH:14][c:15]21.[CH3:39][CH2:40][O:41][C:42](=[O:43])[CH3:44].[O-:25][C:26](=[O:27])[O-:28].[O:34]=[CH:35][N:36]([CH3:37])[CH3:38].[nH:29]1[cH:30][n:31][cH:32][cH:33]1>>[C:1](#[N:2])[c:3]1[cH:4][c:5]([C:16]([c:17]2[cH:18][cH:19][c:20](-[n:29]3[cH:30][n:31][cH:32][cH:33]3)[cH:21][cH:22]2)=[O:24])[n:6]2[c:7]1[cH:8][cH:9][c:10]1[cH:11][cH:12][cH:13][cH:14][c:15]21. Reactants: CCOC(=O)CN, CC#CCOc1ccc(S(=O)(=O)Cl)cc1, ClC(Cl)Cl, c1ccncc1. The product is CC#CCOc1ccc(S(=O)(=O)NCC(=O)OCC)cc1. Reaction SMILES: [CH2:1]([CH3:2])[O:3][C:4]([CH2:5][NH2:6])=[O:7].[CH2:8]([C:9]#[C:10][CH3:11])[O:12][c:13]1[cH:14][cH:15][c:16]([S:19](=[O:20])(=[O:21])[Cl:22])[cH:17][cH:18]1.[CH:23]([Cl:24])([Cl:25])[Cl:26].[cH:27]1[cH:28][cH:29][n:30][cH:31][cH:32]1>>[CH2:1]([CH3:2])[O:3][C:4]([CH2:5][NH:6][S:19]([c:16]1[cH:15][cH:14][c:13]([O:12][CH2:8][C:9]#[C:10][CH3:11])[cH:18][cH:17]1)(=[O:20])=[O:21])=[O:7]. The reactants are C1CCNCC1, CC1=CC(=C(C#N)C#N)C=C(c2ccccc2)O1, CCO, O=Cc1ccc(N2N=C(c3ccccc3)CC2c2ccccc2)cc1. Yields the product N#CC(C#N)=C1C=C(C=Cc2ccc(N3N=C(c4ccccc4)CC3c3ccccc3)cc2)OC(c2ccccc2)=C1. Reaction SMILES: [CH2:44]1[CH2:45][CH2:46][NH:47][CH2:48][CH2:49]1.[CH3:1][C:2]1=[CH:7][C:6](=[C:8]([C:9]#[N:10])[C:11]#[N:12])[CH:5]=[C:4]([c:13]2[cH:14][cH:15][cH:16][cH:17][cH:18]2)[O:3]1.[CH3:50][CH2:51][OH:52].[c:19]1([C:25]2=[N:26][N:27]([c:36]3[cH:37][cH:38][c:39]([CH:40]=[O:41])[cH:42][cH:43]3)[CH:28]([c:30]3[cH:31][cH:32][cH:33][cH:34][cH:35]3)[CH2:29]2)[cH:20][cH:21][cH:22][cH:23][cH:24]1>>[CH:1]([C:2]1=[CH:7][C:6](=[C:8]([C:9]#[N:10])[C:11]#[N:12])[CH:5]=[C:4]([c:13]2[cH:14][cH:15][cH:16][cH:17][cH:18]2)[O:3]1)=[CH:40][c:39]1[cH:38][cH:37][c:36]([N:27]2[N:26]=[C:25]([c:19]3[cH:20][cH:21][cH:22][cH:23][cH:24]3)[CH2:29][CH:28]2[c:30]2[cH:31][cH:32][cH:33][cH:34][cH:35]2)[cH:43][cH:42]1. Reactants: CC1=C(N=C(O1)C1=CC=CC=C1)COC1=NOC(=C1)CO (3-(5 methyl-2-phenyl-4-oxazolylmethoxy)-5-isoxazolylmethanol), OC1=C(C=CC=C1)CC(=O)OC (methyl 2-(2-hydroxyphenyl)acetate), C1(=CC=CC=C1)P(C1=CC=CC=C1)C1=CC=CC=C1 (triphenylphosphine), N(=NC(=O)OCC)C(=O)OCC (diethyl azodicarboxylate). The solvent is O1CCCC1 (tetrahydrofuran), C1(=CC=CC=C1)C (toluene). Conditions: time 15 hour. Yields the product CC1=C(N=C(O1)C1=CC=CC=C1)COC1=NOC(=C1)COC1=C(C=CC=C1)CC(=O)OC (methyl 2-[2-[3-(5-methyl-2-phenyl-4-oxazolylmethoxy)-5-isoxazolylmethoxy]phenyl]acetate). RXN SMILES: [CH3:1][C:2]1[O:6][C:5]([C:7]2[CH:12]=[CH:11][CH:10]=[CH:9][CH:8]=2)=[N:4][C:3]=1[CH2:13][O:14][C:15]1[CH:19]=[C:18]([CH2:20][OH:21])[O:17][N:16]=1.O[C:23]1[CH:28]=[CH:27][CH:26]=[CH:25][C:24]=1[CH2:29][C:30]([O:32][CH3:33])=[O:31].C1(P(C2C=CC=CC=2)C2C=CC=CC=2)C=CC=CC=1.N(C(OCC)=O)=NC(OCC)=O>C1(C)C=CC=CC=1.O1CCCC1>[CH3:1][C:2]1[O:6][C:5]([C:7]2[CH:8]=[CH:9][CH:10]=[CH:11][CH:12]=2)=[N:4][C:3]=1[CH2:13][O:14][C:15]1[CH:19]=[C:18]([CH2:20][O:21][C:23]2[CH:28]=[CH:27][CH:26]=[CH:25][C:24]=2[CH2:29][C:30]([O:32][CH3:33])=[O:31])[O:17][N:16]=1. Procedure: To a mixture of 3-(5 methyl-2-phenyl-4-oxazolylmethoxy)-5-isoxazolylmethanol (0.859 g), methyl 2-(2-hydroxyphenyl)acetate (0.499 g), triphenylphosphine (0.944 g) and tetrahydrofuran (15 mL) was dropwise added a solution (40%, 1.74 g) of diethyl azodicarboxylate in toluene at room temperature, and the mixture was stirred for 15 hrs. The reaction mixture was concentrated and the residue was subjected to silica gel column chromatography to give methyl 2-[2-[3-(5-methyl-2-phenyl-4-oxazolylmethoxy)-5...